From a dataset of the Open Reaction Database (ORD), a public repository of structured organic reaction records. describe an organic reaction: reactants, conditions, products, and yield Starting materials: ClC1=NC(=CC(=N1)Cl)Cl (2,4,6-trichloropyrimidine), COC1=CC=C(CN)C=C1 (4-methoxybenzylamine), P(O)(O)(O)=O (phosphoric acid), C(C)O (ethanol), COC1=CC=C(CN)C=C1 (4-methoxybenzylamine). Solvent: C(Cl)Cl (methylene chloride). Run at time 18 hour. The product is ClC1=NC(=NC(=C1)Cl)NCC1=CC=C(C=C1)OC (4,6-dichloro-2-(4-methoxybenzyl)aminopyrimidine). Reaction SMILES: Cl[C:2]1[N:7]=[C:6]([Cl:8])[CH:5]=[C:4]([Cl:9])[N:3]=1.C(O)C.[CH3:13][O:14][C:15]1[CH:22]=[CH:21][C:18]([CH2:19][NH2:20])=[CH:17][CH:16]=1.P(=O)(O)(O)O>C(Cl)Cl>[Cl:9][C:4]1[CH:5]=[C:6]([Cl:8])[N:7]=[C:2]([NH:20][CH2:19][C:18]2[CH:21]=[CH:22][C:15]([O:14][CH3:13])=[CH:16][CH:17]=2)[N:3]=1. Reported procedure: A 27.5 g portion of 2,4,6-trichloropyrimidine was suspended in a mixed solvent of 200 ml ethanol and 200 ml methylene chloride, to which, under ice-cooling, was subsequently added dropwise 30 ml of 4-methoxybenzylamine. After 19 hours of stirring at the same temperature, 10 ml of 4-methoxybenzylamine was further added dropwise and the mixture was stirred for 18 hours. The reaction solution was mixed with 200 ml of 0.5 N phosphoric acid aqueous solution and extracted with chloroform, and then the... Reactants: CC1(CC(C=2C=C(NC2C1)SC#N)=O)C (6,6-dimethyl-2-thiocyanato-4,5,6,7-tetrahydro-1H-indol-4-one), CI (MeI), [OH-].[K+] (KOH), CO.O (MeOH water). Run in CO (MeOH). Run at time 3 hour. Yields the product CC1(CC(C=2C=C(NC2C1)SC)=O)C (6,6-Dimethyl-2-methylthio-4,5,6,7-tetrahydro-1H-indol-4-one). Isolated yield 92.9%. Reaction SMILES: [CH3:1][C:2]1([CH3:15])[CH2:10][C:9]2[NH:8][C:7]([S:11][C:12]#N)=[CH:6][C:5]=2[C:4](=[O:14])[CH2:3]1.CI.[OH-].[K+].CO.O>CO>[CH3:1][C:2]1([CH3:15])[CH2:10][C:9]2[NH:8][C:7]([S:11][CH3:12])=[CH:6][C:5]=2[C:4](=[O:14])[CH2:3]1 |f:2.3,4.5|. Reported procedure: To a stirred solution of 6,6-dimethyl-2-thiocyanato-4,5,6,7-tetrahydro-1H-indol-4-one (400 mg, 1.8 mmol) and MeI (124 μL, 2.0 mmol) in MeOH (10 mL) at −5° C. was added a solution of KOH (117 mg, 2.1 mmol) in 1:1 MeOH/water (6 mL), maintaining the temperature below 0° C. The mixture was stirred for 3 h at room temperature, after which time the MeOH was removed and the residue partitioned between DCM and water. The organic layer was separated and the aqueous phase re-extracted with DCM. The combin... The reactants are CC(C(=O)[O-])C1CCN2C1=C(C=1C(=CC(=C(C21)S(=O)(=O)C)OC)S(=O)(=O)C)SC2=CC=C(C=C2)Cl ((+/−)-Methyl[9-[(4-chlorophenyl)thio]-6-methoxy-5,8-bis(methylsulfonyl)-2,3-dihydro-1H-pyrrolo[1,2-a]indol-1-yl]acetate), NaH2PO4, Cl (HCl), O1CCOCC1 (1,4-dioxane), [Li+].[OH-] (LiOH). Run in CO (MeOH). Yields the product ClC1=CC=C(C=C1)SC1=C2N(C=3C(=C(C=C(C13)S(=O)(=O)C)OC)S(=O)(=O)C)CCC2CC(=O)O ((+/−)-[9-[(4-Chlorophenyl)thio]-6-methoxy-5,8-bis(methylsulfonyl)-2,3-dihydro-1H-pyrrolo[1,2-a]indol-1-yl]acetic acid). Reaction SMILES: C[CH:2]([CH:6]1[C:10]2=[C:11]([S:28][C:29]3[CH:34]=[CH:33][C:32]([Cl:35])=[CH:31][CH:30]=3)[C:12]3[C:13]([S:24]([CH3:27])(=[O:26])=[O:25])=[CH:14][C:15]([O:22][CH3:23])=[C:16]([S:18]([CH3:21])(=[O:20])=[O:19])[C:17]=3[N:9]2[CH2:8][CH2:7]1)[C:3]([O-:5])=[O:4].O1CCOCC1.[Li+].[OH-].Cl>CO>[Cl:35][C:32]1[CH:33]=[CH:34][C:29]([S:28][C:11]2[C:12]3[C:13]([S:24]([CH3:27])(=[O:26])=[O:25])=[CH:14][C:15]([O:22][CH3:23])=[C:16]([S:18]([CH3:21])(=[O:19])=[O:20])[C:17]=3[N:9]3[CH2:8][CH2:7][CH:6]([CH2:2][C:3]([OH:5])=[O:4])[C:10]=23)=[CH:30][CH:31]=1 |f:2.3|. Procedure: The compound of Step 1 was dissolved in MeOH (2 mL) and 1,4-dioxane (2 mL) and treated with 1N LiOH for 2 h at room temperature. Addition of 1N NaH2PO4 (3 mL) and 1N HCl (0.4 mL) led to a suspension that was filtered through paper. The solid was air dried overnight yielding 14 mg of the title compound as a white solid. Starting materials: ClCC(=O)Cl (chloroacetyl chloride), C(C)NCC1OCCO1 (N-Ethyl-N-(1,3-dioxolan-2-ylmethyl)amine), C1=CC=CC=C1 (benzene), C([O-])([O-])=O.[Na+].[Na+] (sodium carbonate). Solvent: O (water). Product: C(C)N(C(CCl)=O)CC1OCCO1 (N-ethyl-N-(1,3-dioxolan-2-ylmethyl)-α-chloroacetamide). Reaction SMILES: [CH2:1]([NH:3][CH2:4][CH:5]1[O:9][CH2:8][CH2:7][O:6]1)[CH3:2].C1C=CC=CC=1.C(=O)([O-])[O-].[Na+].[Na+].[Cl:22][CH2:23][C:24](Cl)=[O:25]>O>[CH2:1]([N:3]([CH2:4][CH:5]1[O:9][CH2:8][CH2:7][O:6]1)[C:24](=[O:25])[CH2:23][Cl:22])[CH3:2] |f:2.3.4|. Procedure: N-Ethyl-N-(1,3-dioxolan-2-ylmethyl)amine (50 grams), benzene (100 ml), water (100 ml) and sodium carbonate (5.0 grams) were charged into a glass reaction vessel equipped with a mechanical stirrer and reflux condenser. The mixture was cooled to about 5° to 10° C. and chloroacetyl chloride (3 ml) was added dropwise with stirring. After the addition was completed stirring was continued until the reaction mixture reached room temperature. After this time the organic phase was separated from the aque... Reactants: [N+](=O)(O)[O-] (HNO3), FC=1C=C(C=CC1)CC(=O)O ((3-fluorophenyl)acetic acid), OS(=O)(=O)O (H2SO4). The solvent is ice water. Reaction conditions: time 2 hour. The product is FC=1C=C(C=CC1[N+](=O)[O-])CC(=O)O ((3-fluoro-4-nitrophenyl)acetic acid). Reaction SMILES: [N+:1]([O-:4])(O)=[O:2].[F:5][C:6]1[CH:7]=[C:8]([CH2:12][C:13]([OH:15])=[O:14])[CH:9]=[CH:10][CH:11]=1.OS(O)(=O)=O>>[F:5][C:6]1[CH:7]=[C:8]([CH2:12][C:13]([OH:15])=[O:14])[CH:9]=[CH:10][C:11]=1[N+:1]([O-:4])=[O:2]. Reported procedure: To a stirred solution of HNO3 (0.55 mL) was added a mixture of (3-fluorophenyl)acetic acid (2 g, 13 mmol) and H2SO4 (4 mL) at 0° C. dropwise. After 2 hours, the mixture was diluted with ice-water and extracted with EtOAc. The combined organic layers were washed with brine, dried over anhydrous Na2SO4 and concentrated. The residue was purified by prep-TLC to give (3-fluoro-4-nitrophenyl)acetic acid. 1H-NMR (400 MHz, MeOD) δ ppm 8.2˜8.24 (m, 1H), 7.26˜7.3 (m, 2H), 4.06 (s, 2H). Starting materials: CC(=O)O[BH-](OC(C)=O)OC(C)=O, COc1cc(C2CC(C)(C)CC(C)(C)C2)c(N2CCNCC2)cc1OC, CC(=O)O, CCOC(C)=O, CC(C)C=O, [Na+], [Na+], C1CCOC1, O=C([O-])O. Yields the product COc1cc(C2CC(C)(C)CC(C)(C)C2)c(N2CCN(CC(C)C)CC2)cc1OC. Reaction SMILES: [C:32]([O:33][BH-:34]([O:35][C:36](=[O:37])[CH3:38])[O:39][C:40](=[O:41])[CH3:42])(=[O:43])[CH3:44].[CH3:1][O:2][c:3]1[cH:4][c:5]([CH:17]2[CH2:18][C:19]([CH3:25])([CH3:26])[CH2:20][C:21]([CH3:23])([CH3:24])[CH2:22]2)[c:6]([N:11]2[CH2:12][CH2:13][NH:14][CH2:15][CH2:16]2)[cH:7][c:8]1[O:9][CH3:10].[CH3:46][C:47](=[O:48])[OH:49].[CH3:60][CH2:61][O:62][C:63](=[O:64])[CH3:65].[CH:27]([CH:28]([CH3:29])[CH3:30])=[O:31].[Na+:45].[Na+:50].[O:55]1[CH2:56][CH2:57][CH2:58][CH2:59]1.[OH:51][C:52](=[O:53])[O-:54]>>[CH3:1][O:2][c:3]1[cH:4][c:5]([CH:17]2[CH2:18][C:19]([CH3:25])([CH3:26])[CH2:20][C:21]([CH3:23])([CH3:24])[CH2:22]2)[c:6]([N:11]2[CH2:12][CH2:13][N:14]([CH2:27][CH:28]([CH3:29])[CH3:30])[CH2:15][CH2:16]2)[cH:7][c:8]1[O:9][CH3:10]. The reactants are ice water, [H-].[Na+] (Sodium hydride), C(#N)C1=C(C=CC=C1)C=1C=C2C=CNC2=CC1 (5-(2-cyanophenyl)indole), BrC(CCCC)C1=CC=C(C=C1)C(F)(F)F (1-Bromo-1-(4-trifluoromethylphenyl)pentane). Solvent: CN(C)C=O (DMF). Conditions: time 45 minute. Product: C(#N)C1=C(C=CC=C1)C=1C=C2C=CN(C2=CC1)C(CCCC)C1=CC=C(C=C1)C(F)(F)F (5-(2-cyanophenyl)-1-[1-(4-trifluoromethylphenyl)-1pentyl]indole). Isolated yield 41.2%. RXN SMILES: [H-].[Na+].[C:3]([C:5]1[CH:10]=[CH:9][CH:8]=[CH:7][C:6]=1[C:11]1[CH:12]=[C:13]2[C:17](=[CH:18][CH:19]=1)[NH:16][CH:15]=[CH:14]2)#[N:4].Br[CH:21]([C:26]1[CH:31]=[CH:30][C:29]([C:32]([F:35])([F:34])[F:33])=[CH:28][CH:27]=1)[CH2:22][CH2:23][CH2:24][CH3:25]>CN(C=O)C>[C:3]([C:5]1[CH:10]=[CH:9][CH:8]=[CH:7][C:6]=1[C:11]1[CH:12]=[C:13]2[C:17](=[CH:18][CH:19]=1)[N:16]([CH:21]([C:26]1[CH:31]=[CH:30][C:29]([C:32]([F:33])([F:34])[F:35])=[CH:28][CH:27]=1)[CH2:22][CH2:23][CH2:24][CH3:25])[CH:15]=[CH:14]2)#[N:4] |f:0.1|. Reported procedure: Sodium hydride (5 mmoles, 200 mg of 60% in mineral oil) was added to 5-(2-cyanophenyl)indole (4.6 mmoles, 1.0 g.) in 50 ml DMF and stirred for 45 minutes. 1-Bromo-1-(4-trifluoromethylphenyl)pentane (5 mmoles, 1.44 g) was added. The reaction was stirred at room temperature overnight, poured into ice water, and extracted into ethyl acetate. The organic layer was dried over sodium sulfate and concentrated. The intermediate was chromatographed over silica gel eluted with 10% ethyl acetate in hexane ... The reactants are CO, [H][H], O=C1OCCN1CCc1ccc([N+](=O)[O-])cc1. Yields the product Nc1ccc(CCN2CCOC2=O)cc1. As a reaction SMILES: [CH3:20][OH:21].[H:18][H:19].[N+:1]([O-:2])(=[O:3])[c:4]1[cH:5][cH:6][c:7]([CH2:10][CH2:11][N:12]2[C:13](=[O:17])[O:14][CH2:15][CH2:16]2)[cH:8][cH:9]1>>[NH2:1][c:4]1[cH:5][cH:6][c:7]([CH2:10][CH2:11][N:12]2[C:13](=[O:17])[O:14][CH2:15][CH2:16]2)[cH:8][cH:9]1. Starting materials: C=O (Formaldehyde), C(=O)([O-])[O-].[K+].[K+] (K2CO3), C1(=CC=C(C=C1)C[C@@H]1CCC(N1CC1=CC=C(C=C1)OC)=O)C1=CC=CC=C1 ((S)-5-biphenyl-4-ylmethyl-1-(4-methoxy-benzyl)-pyrrolidin-2-one), C(CCC)[Li] (n-butyllithium), C[Si](C)(C)N[Si](C)(C)C (HMDS), C(CCC)[Li] (n-butyllithium), C(C1=CC=CC=C1)(=O)Cl (benzoyl chloride). The solvent is [Cl-].[Na+].O (brine), [Cl-].[NH4+] (ammonium chloride), O1CCCC1 (tetrahydrofuran), O1CCCC1 (tetrahydrofuran). Run at temperature -10 celsius, time 30 minute. Yields the product C1(=CC=C(C=C1)C[C@@H]1CC(C(N1\C=C\C1=CC=CC=C1)=O)=C)C1=CC=CC=C1 ((R)-5-biphenyl-4-ylmethyl-3-methylene-1-((E)-styryl)-pyrrolidin-2-one). Reaction SMILES: C([Li])CCC.C[Si](N[Si](C)(C)C)(C)C.[C:15]1([C:37]2[CH:42]=[CH:41][CH:40]=[CH:39][CH:38]=2)[CH:20]=[CH:19][C:18]([CH2:21][C@H:22]2[N:26]([CH2:27]C3C=CC(OC)=CC=3)[C:25](=O)[CH2:24][CH2:23]2)=[CH:17][CH:16]=1.[C:43](Cl)(=O)[C:44]1[CH:49]=[CH:48][CH:47]=[CH:46][CH:45]=1.C=O.[C:54]([O-:57])([O-])=O.[K+].[K+]>O1CCCC1.[Cl-].[NH4+].[Cl-].[Na+].O>[C:15]1([C:37]2[CH:42]=[CH:41][CH:40]=[CH:39][CH:38]=2)[CH:16]=[CH:17][C:18]([CH2:21][C@H:22]2[N:26](/[CH:27]=[CH:43]/[C:44]3[CH:49]=[CH:48][CH:47]=[CH:46][CH:45]=3)[C:54](=[O:57])[C:24](=[CH2:25])[CH2:23]2)=[CH:19][CH:20]=1 |f:5.6.7,9.10,11.12.13|. Reported procedure: Under N2, n-butyllithium (56 mL, 2.5 M in hexane, 0.14 mol) is added to the mixture of HMDS (24.2 g, 0.15 mol) in 300 mL dry tetrahydrofuran at −10° C., the resulting mixture is then stirred for 30 min at −10° C. A mixture of (S)-2-biphenyl-4-ylmethyl-5-oxo-pyrrolidine-1-carboxylic acid tert-butyl ester (3a, R1=t-butoxycarbonyl) (35.1 g, 0.1 mol) in 50 mL dry tetrahydrofuran is added to the reaction mixture at −10° C., after about 30 min, n-butyllithium (40 mL, 2.5 M in hexane, 0.1 mol) is added...